From a dataset of the Open Reaction Database (ORD), a public repository of structured organic reaction records. describe an organic reaction: reactants, conditions, products, and yield Reactants: Cl (HCl), ClC1=NC=C(C=N1)C(=O)O (2-Chloropyrimidine-5-carboxylic acid), N1N=CN=C1 (1,2,4-1H-triazole), C([O-])([O-])=O.[K+].[K+] (potassium carbonate), Cl (HCl). Solvent: CN(C=O)C (N,N-dimethylformamide). Product: N1(N=CN=C1)C1=NC=C(C=N1)C(=O)O (2-(1H-1,2,4-Triazol-1-yl)pyrimidine-5-carboxylic acid). RXN SMILES: Cl[C:2]1[N:7]=[CH:6][C:5]([C:8]([OH:10])=[O:9])=[CH:4][N:3]=1.[NH:11]1[CH:15]=[N:14][CH:13]=[N:12]1.C(=O)([O-])[O-].[K+].[K+].Cl>CN(C)C=O>[N:11]1([C:2]2[N:7]=[CH:6][C:5]([C:8]([OH:10])=[O:9])=[CH:4][N:3]=2)[CH:15]=[N:14][CH:13]=[N:12]1 |f:2.3.4|. Reported procedure: 2-Chloropyrimidine-5-carboxylic acid (0.75 g), 1,2,4-1H-triazole (0.98 g) and potassium carbonate (1.96 g) in 3.75 mL of N,N-dimethylformamide are heated in microwave at 50° C. for 30 min, then cooled to room temperature and acidified with 3 mL of 1N HCl, followed by addition of conc. HCl to pH 2. The precipitate is filtered, washed with minimum amount of water, diethyl ether and dried in vacuo to afford the title compound. LC (method 20): tR=0.82 min; Mass spectrum (APCI): m/z=192 [M+H]+. Run at temperature 100 celsius. Reactants: FC=1C(=NC2=CC=CC(=C2N1)C1=CC=2C(NCCC2N1)=O)C (2-(3-fluoro-2-methylquinoxalin-5-yl)-6,7-dihydro-1H-pyrrolo[3,2-c]pyridin-4(5H)-one), Cl.NN1C(CCCC1)=O (rac-aminopiperidin-2-one hydrochloride), CCN(C(C)C)C(C)C (DIPEA). Isolated yield 33.0%. Procedure details: Prepared similar to that described in Example 131 using 2-(3-fluoro-2-methylquinoxalin-5-yl)-6,7-dihydro-1H-pyrrolo[3,2-c]pyridin-4(5H)-one (Example 126; 42 mg, 0.142 mmol), rac-aminopiperidin-2-one hydrochloride (42.7 mg, 0.283 mmol, Matrix Scientific, Inc., Columbia, S.C.), and DIPEA (123 μl, 0.709 mmol), heating at 100° C. for 1.5 h. Purification by rpHPLC (Phenomenex Gemini C18, 10 μm, 150×30 mm; 10-100% ACN/water with 0.1% TFA) and silica gel (100% DCM to 10% MeOH/DCM) provided rac-2-(2-met... The product is CC1=NC2=CC=CC(=C2N=C1NC1C(NCCC1)=O)C1=CC=2C(NCCC2N1)=O (rac-2-(2-methyl-3-((2-oxopiperidin-3-yl)amino)quinoxalin-5-yl)-6,7-dihydro-1H-pyrrolo[3,2-c]pyridin-4(5H)-one). Reaction SMILES: F[C:2]1[C:3]([CH3:22])=[N:4][C:5]2[C:10]([N:11]=1)=[C:9]([C:12]1[NH:20][C:19]3[CH2:18][CH2:17][NH:16][C:15](=[O:21])[C:14]=3[CH:13]=1)[CH:8]=[CH:7][CH:6]=2.Cl.N[N:25]1[CH2:30][CH2:29][CH2:28][CH2:27][C:26]1=[O:31].CC[N:34](C(C)C)C(C)C>>[CH3:22][C:3]1[C:2]([NH:34][CH:27]2[CH2:28][CH2:29][CH2:30][NH:25][C:26]2=[O:31])=[N:11][C:10]2[C:5](=[CH:6][CH:7]=[CH:8][C:9]=2[C:12]2[NH:20][C:19]3[CH2:18][CH2:17][NH:16][C:15](=[O:21])[C:14]=3[CH:13]=2)[N:4]=1 |f:1.2|. Starting materials: CC(C(=O)O)(C)C1=CC=CC=C1 (2-Methyl-2-phenylpropionic acid), S(=O)(Cl)Cl (thionyl chloride), NC1=CC=C(C=C1)N1C2=C(NC(CC1=O)=O)C1=CC=CC=C1C=C2 (5-(4-aminophenyl)-1H-naphtho[1,2-b][1,4]diazepine-2,4(3H,5H)-dione). Yields the product CC(C(=O)NC1=CC=C(C=C1)N1C2=C(NC(CC1=O)=O)C1=CC=CC=C1C=C2)(C)C2=CC=CC=C2 (5-[4-[(2-Methyl-2-phenylpropionyl)amino]phenyl]-1H-naphtho[1,2-b][1,4]diazepine-2,4(3H,5H)-dione). The yield is 49.6%. As a reaction SMILES: [CH3:1][C:2]([C:7]1[CH:12]=[CH:11][CH:10]=[CH:9][CH:8]=1)([CH3:6])[C:3]([OH:5])=O.S(Cl)(Cl)=O.[NH2:17][C:18]1[CH:23]=[CH:22][C:21]([N:24]2[C:30](=[O:31])[CH2:29][C:28](=[O:32])[NH:27][C:26]3[C:33]4[C:38]([CH:39]=[CH:40][C:25]2=3)=[CH:37][CH:36]=[CH:35][CH:34]=4)=[CH:20][CH:19]=1>>[CH3:6][C:2]([C:7]1[CH:12]=[CH:11][CH:10]=[CH:9][CH:8]=1)([CH3:1])[C:3]([NH:17][C:18]1[CH:23]=[CH:22][C:21]([N:24]2[C:30](=[O:31])[CH2:29][C:28](=[O:32])[NH:27][C:26]3[C:33]4[C:38]([CH:39]=[CH:40][C:25]2=3)=[CH:37][CH:36]=[CH:35][CH:34]=4)=[CH:20][CH:19]=1)=[O:5]. Reported procedure: 2-Methyl-2-phenylpropionic acid (33 mg, 0.2 mmol) was treated with thionyl chloride in the same manner as that of Example 13, and then by using the resultant together with 5-(4-aminophenyl)-1H-naphtho[1,2-b][1,4]diazepine-2,4(3H,5H)-dione (32 mg, 0.1 mmol) obtained in Example 1, (3), the title compound (23 mg, yield 50%) was obtained as slightly brown powder in the same manner as that of Example 1, (4). Starting materials: Cl, NO, [Na+], O=Cc1ccc2c(c1)C(=O)OC2, [OH-]. The product is O=C1OCc2ccc(C=NO)cc21. Reaction SMILES: [ClH:13].[NH2:14][OH:15].[Na+:17].[O:1]=[C:2]1[O:3][CH2:4][c:5]2[cH:6][cH:7][c:8]([CH:11]=[O:12])[cH:9][c:10]21.[OH-:16]>>[O:1]=[C:2]1[O:3][CH2:4][c:5]2[cH:6][cH:7][c:8]([CH:11]=[N:14][OH:15])[cH:9][c:10]21. The reactants are C(C)(C)(C)OC(C=C1CCN2C1=CC=1C=C(C=CC21)OCC2=CC=CC=C2)=O (tert-Butyl-2-(7-(benzyloxy)-2,3-dihydro-1H-pyrrolo[1,2-a]indol-1-ylidene)acetate), [H][H] (hydrogen). Reagents/catalysts: [Pd] (palladium on carbon). Solvent: C1CCOC1 (THF). Product: C(C1=CC=CC=C1)OC1=CC=2C=C3N(C2C=C1)CCC3CC(=O)OC(C)(C)C (tert-butyl 2-(7-(benzyloxy)-2,3-dihydro-1H-pyrrolo[1,2-a]indol-1-yl)acetate). As a reaction SMILES: [C:1]([O:5][C:6](=[O:28])[CH:7]=[C:8]1[C:12]2=[CH:13][C:14]3[CH:15]=[C:16]([O:20][CH2:21][C:22]4[CH:27]=[CH:26][CH:25]=[CH:24][CH:23]=4)[CH:17]=[CH:18][C:19]=3[N:11]2[CH2:10][CH2:9]1)([CH3:4])([CH3:3])[CH3:2].[H][H]>C1COCC1.[Pd]>[CH2:21]([O:20][C:16]1[CH:17]=[CH:18][C:19]2[N:11]3[CH2:10][CH2:9][CH:8]([CH2:7][C:6]([O:5][C:1]([CH3:4])([CH3:3])[CH3:2])=[O:28])[C:12]3=[CH:13][C:14]=2[CH:15]=1)[C:22]1[CH:23]=[CH:24][CH:25]=[CH:26][CH:27]=1. Procedure details: tert-Butyl-2-(7-(benzyloxy)-2,3-dihydro-1H-pyrrolo[1,2-a]indol-1-ylidene)acetate (1.391 g, 3.70 mmol) was dissolved in THF (25 mL) and 10% palladium on carbon (50% in water, 217 mg) was added. The reaction mixture was placed under 225 psi of hydrogen in a hydrogenation reactor for 24 h. The mixture was filtered and the filtrate was concentrated under reduced pressure to provide tert-butyl 2-(7-(benzyloxy)-2,3-dihydro-1H-pyrrolo[1,2-a]indol-1-yl)acetate. The above material was taken up in a mixtu... Yields the product COC(=O)C(C(=O)OC)c1ccc(C(=O)OC(C)(C)C)cc1. Starting materials: CC(C)(C)OC(=O)c1ccc(Br)cc1, COC(=O)CC(=O)OC, Cc1ccccc1, [K+], [K+], [K+], O=C(C=Cc1ccccc1)C=Cc1ccccc1, O=C(C=Cc1ccccc1)C=Cc1ccccc1, O=C(C=Cc1ccccc1)C=Cc1ccccc1, O=P([O-])([O-])[O-], [Pd], [Pd]. Reaction SMILES: [Br:1][c:2]1[cH:3][cH:4][c:5]([C:6](=[O:7])[O:8][C:9]([CH3:10])([CH3:11])[CH3:12])[cH:13][cH:14]1.[C:23]([CH2:24][C:25](=[O:26])[O:27][CH3:28])(=[O:29])[O:30][CH3:31].[CH3:88][c:89]1[cH:90][cH:91][cH:92][cH:93][cH:94]1.[K+:20].[K+:21].[K+:22].[O:34]=[C:35]([CH:36]=[CH:37][c:38]1[cH:39][cH:40][cH:41][cH:42][cH:43]1)[CH:44]=[CH:45][c:46]1[cH:47][cH:48][cH:49][cH:50][cH:51]1.[O:52]=[C:53]([CH:54]=[CH:55][c:56]1[cH:57][cH:58][cH:59][cH:60][cH:61]1)[CH:62]=[CH:63][c:64]1[cH:65][cH:66][cH:67][cH:68][cH:69]1.[O:70]=[C:71]([CH:72]=[CH:73][c:74]1[cH:75][cH:76][cH:77][cH:78][cH:79]1)[CH:80]=[CH:81][c:82]1[cH:83][cH:84][cH:85][cH:86][cH:87]1.[P:15]([O-:16])([O-:17])([O-:18])=[O:19].[Pd:32].[Pd:33]>>[c:2]1([CH:24]([C:23](=[O:29])[O:30][CH3:31])[C:25](=[O:26])[O:27][CH3:28])[cH:3][cH:4][c:5]([C:6](=[O:7])[O:8][C:9]([CH3:10])([CH3:11])[CH3:12])[cH:13][cH:14]1. Reactants: Nc1nc(C(=NOC(c2ccccc2)(c2ccccc2)c2ccccc2)C(=O)NC2C(=O)N3C(C(=O)OC(c4ccccc4)c4ccccc4)=C(OS(=O)(=O)C(F)(F)F)CCC23)ns1, Sc1nncs1. Product: Nc1nc(C(=NOC(c2ccccc2)(c2ccccc2)c2ccccc2)C(=O)NC2C(=O)N3C(C(=O)OC(c4ccccc4)c4ccccc4)=C(Sc4nncs4)CCC23)ns1. As a reaction SMILES: [CH:1]([c:2]1[cH:3][cH:4][cH:5][cH:6][cH:7]1)([c:8]1[cH:9][cH:10][cH:11][cH:12][cH:13]1)[O:14][C:15](=[O:16])[C:17]1=[C:24]([O:25][S:26]([C:27]([F:28])([F:29])[F:30])(=[O:31])=[O:32])[CH2:23][CH2:22][CH:21]2[N:18]1[C:19](=[O:64])[CH:20]2[NH:33][C:34]([C:35](=[N:36][O:37][C:38]([c:39]1[cH:40][cH:41][cH:42][cH:43][cH:44]1)([c:45]1[cH:46][cH:47][cH:48][cH:49][cH:50]1)[c:51]1[cH:52][cH:53][cH:54][cH:55][cH:56]1)[c:57]1[n:58][s:59][c:60]([NH2:62])[n:61]1)=[O:63].[s:65]1[c:66]([SH:70])[n:67][n:68][cH:69]1>>[CH:1]([c:2]1[cH:3][cH:4][cH:5][cH:6][cH:7]1)([c:8]1[cH:9][cH:10][cH:11][cH:12][cH:13]1)[O:14][C:15](=[O:16])[C:17]1=[C:24]([S:70][c:66]2[s:65][cH:69][n:68][n:67]2)[CH2:23][CH2:22][CH:21]2[N:18]1[C:19](=[O:64])[CH:20]2[NH:33][C:34]([C:35](=[N:36][O:37][C:38]([c:39]1[cH:40][cH:41][cH:42][cH:43][cH:44]1)([c:45]1[cH:46][cH:47][cH:48][cH:49][cH:50]1)[c:51]1[cH:52][cH:53][cH:54][cH:55][cH:56]1)[c:57]1[n:58][s:59][c:60]([NH2:62])[n:61]1)=[O:63]. Starting materials: CN(C=C(C(=O)C1=CC=C(C=C1)Cl)C1=CC=NC=C1)C (3-dimethylamino-1-(4-chlorophenyl)-2-(pyridin-4-yl)-2-propen-1-one), Cl.NO (hydroxylamine hydrochloride). The solvent is C(C)O (ethanol). Yields the product ClC1=CC=C(C=C1)C1=C(C=NO1)C1=CC=NC=C1 (5-(4-chlorophenyl)-4-(pyridin-4-yl)isoxazole). The yield is 100.2%. As a reaction SMILES: C[N:2](C)[CH:3]=[C:4]([C:14]1[CH:19]=[CH:18][N:17]=[CH:16][CH:15]=1)[C:5]([C:7]1[CH:12]=[CH:11][C:10]([Cl:13])=[CH:9][CH:8]=1)=[O:6].Cl.NO>C(O)C>[Cl:13][C:10]1[CH:11]=[CH:12][C:7]([C:5]2[O:6][N:2]=[CH:3][C:4]=2[C:14]2[CH:19]=[CH:18][N:17]=[CH:16][CH:15]=2)=[CH:8][CH:9]=1 |f:1.2|. Procedure details: A solution of 3-dimethylamino-1-(4-chlorophenyl)-2-(pyridin-4-yl)-2-propen-1-one (22.80 g, 79.7 mmol), hydroxylamine hydrochloride (18.01 g, 0.26 mole), and 150 mL ethanol was heated to reflux for 30 minutes. The reaction mixture was then cooled to room temperature and concentrated in vacuo. The residue was dissolved in 1N hydrochloric acid and then treated with an aqueous saturated solution of sodium bicarbonate. The precipitates were collected by filtration, washed with water and ethanol, and ...